describe an organic reaction: reactants, conditions, products, and yield From a dataset of the Open Reaction Database (ORD), a public repository of structured organic reaction records. Product: C1=CC=CC=2C(C3=CC=CC=C3C(C12)=O)=O (anthraquinone). The reactants are NC1=C(C=C(C=2C(C3=CC=CC=C3C(C12)=O)=O)SC1=CC(=C(C=C1)S(=O)(=O)O)N)C(=O)O (1-amino-2-carboxy-4-(3'-amino-4'-sulfophenylthio)anthraquinone), N1=C(Cl)N=C(Cl)N=C1Cl (cyanuric chloride), 1-aminobenzene 3-β-sulfatoethylsulfone. Reported procedure: Example 13 was repeated, except that the compounds described in 1st, 2nd and 3rd columns of the following table were used in place of the 1-amino-2-carboxy-4-(3'-amino-4'-sulfophenylthio)anthraquinone, cyanuric chloride and 1-aminobenzene-3-β-sulfatoethylsulfone, respectively, thereby obtaining a corresponding anthraquinone compound. The color shade obtained by dyeing cotton with the anthraquinone compound is as shown in a 4th column of the table. Reaction SMILES: N[C:2]1[C:15]2[C:14](=[O:16])[C:13]3[C:8](=[CH:9][CH:10]=[CH:11][CH:12]=3)[C:7](=[O:17])[C:6]=2[C:5](SC2C=CC(S(O)(=O)=O)=C(N)C=2)=[CH:4][C:3]=1C(O)=O.N1C(Cl)=NC(Cl)=NC=1Cl>>[CH:9]1[C:8]2[C:7](=[O:17])[C:6]3[C:15](=[CH:2][CH:3]=[CH:4][CH:5]=3)[C:14](=[O:16])[C:13]=2[CH:12]=[CH:11][CH:10]=1.